From a dataset of the Open Reaction Database (ORD), a public repository of structured organic reaction records. describe an organic reaction: reactants, conditions, products, and yield Starting materials: COC(=O)OC, COCCOC, ClC(Cl)Cl, Cc1cc(O)c(C(=O)CCc2ccc3occc3c2)c(OC2OC(CO)C(O)C(O)C2O)c1. Product: COC(=O)OCC1OC(Oc2cc(C)cc(O)c2C(=O)CCc2ccc3occc3c2)C(O)C(O)C1O. Reaction SMILES: [CH3:34][O:35][C:36](=[O:37])[O:38][CH3:39].[CH3:40][O:41][CH2:42][CH2:43][O:44][CH3:45].[CH:46]([Cl:47])([Cl:48])[Cl:49].[o:1]1[c:2]2[c:3]([cH:4][cH:5]1)[cH:6][c:7]([CH2:10][CH2:11][C:12](=[O:13])[c:14]1[c:15]([O:22][CH:23]3[CH:24]([OH:25])[CH:26]([OH:27])[CH:28]([OH:29])[CH:30]([CH2:32][OH:33])[O:31]3)[cH:16][c:17]([CH3:21])[cH:18][c:19]1[OH:20])[cH:8][cH:9]2>>[o:1]1[c:2]2[c:3]([cH:4][cH:5]1)[cH:6][c:7]([CH2:10][CH2:11][C:12](=[O:13])[c:14]1[c:15]([O:22][CH:23]3[CH:24]([OH:25])[CH:26]([OH:27])[CH:28]([OH:29])[CH:30]([CH2:32][O:33][C:36]([O:35][CH3:34])=[O:37])[O:31]3)[cH:16][c:17]([CH3:21])[cH:18][c:19]1[OH:20])[cH:8][cH:9]2. Reactants: COC1=C(C=O)C=CC2=C1OCO2 (2-methoxy-3,4-methylenedioxybenzaldehyde), C(C)OC(CN)OCC (aminoacetaldehyde diethylacetal), [H][H] (hydrogen). The reagents and catalysts are [Pt]=O (platinum oxide). Run in C(C)O (ethanol), C(C)O (ethanol). Reaction conditions: time 30 minute. The product is C(C)OC(CNCC1=C(C2=C(C=C1)OCO2)OC)OCC (N-(2-methoxy-3,4-methylenedioxybenzyl)aminoacetaldehyde diethylacetal). The yield is 100.3%. Reaction SMILES: [H][H].[CH3:3][O:4][C:5]1[C:12]2[O:13][CH2:14][O:15][C:11]=2[CH:10]=[CH:9][C:6]=1[CH:7]=O.[CH2:16]([O:18][CH:19]([O:22][CH2:23][CH3:24])[CH2:20][NH2:21])[CH3:17]>[Pt]=O.C(O)C>[CH2:16]([O:18][CH:19]([O:22][CH2:23][CH3:24])[CH2:20][NH:21][CH2:7][C:6]1[CH:9]=[CH:10][C:11]2[O:15][CH2:14][O:13][C:12]=2[C:5]=1[O:4][CH3:3])[CH3:17]. Procedure: One gram of platinum oxide catalyst was added to 100 ml of ethanol, through which hydrogen was passed with stirring for 30 minutes. Then, 54.06 g (0.3 mol) of 2-methoxy-3,4-methylenedioxybenzaldehyde (1) and 40.78 g (0.3 mol) of aminoacetaldehyde diethylacetal (98 % purity) in 100 ml of ethanol were added to carry out hydrogenation with stirring at room temperature for 8.5 hours. The catalyst was filtered out and the solvent was distilled off under vacuum to obtain 89.43 g of N-(2-methoxy-3,4-me... Starting materials: 10, C(CC(O)(C(=O)[O-])CC(=O)[O-])(=O)[O-].[Na+].[Na+].[Na+] (sodium citrate). Run in O (water), O (water), O (water). Yields the product C(CC(O)(C(=O)[O-])CC(=O)[O-])(=O)[O-].[Na+].[Na+].[Na+] (sodium citrate), C(C(O)CC(=O)[O-])(=O)[O-].[Na+].[Na+] (sodium malate). RXN SMILES: [C:1]([O-:13])(=[O:12])[CH2:2][C:3]([CH2:8][C:9]([O-:11])=[O:10])([C:5]([O-:7])=[O:6])[OH:4].[Na+:14].[Na+].[Na+]>O>[C:1]([O-:13])(=[O:12])[CH2:2][C:3]([CH2:8][C:9]([O-:11])=[O:10])([C:5]([O-:7])=[O:6])[OH:4].[Na+:14].[Na+:14].[Na+:14].[C:5]([O-:7])(=[O:6])[CH:3]([CH2:8][C:9]([O-:11])=[O:10])[OH:4].[Na+:14].[Na+:14] |f:0.1.2.3,5.6.7.8,9.10.11|. Procedure details: The strain JM1 was precultivated as described in Example 1. 20ml of water having a moderate level of pollution was obtained from a reservoir in Atsugi city, Kanagawa prefecture, Japan. Then 2ml of 10×M9 culture medium and minerals were added into the 20ml of polluted water to provide six samples of polluted water. Each sample was treated with sodium citrate to give a final concentration of sodium citrate of 2%, and sodium malate was added to give a final concentration of sodium malate respective... The reactants are NCc1ccccc1, Oc1cccc(O)c1. Yields the product Oc1cccc(NCc2ccccc2)c1. As a reaction SMILES: [NH2:9][CH2:10][c:11]1[cH:12][cH:13][cH:14][cH:15][cH:16]1.[OH:1][c:2]1[cH:3][cH:4][cH:5][c:6]([OH:7])[cH:8]1>>[c:2]1([NH:9][CH2:10][c:11]2[cH:12][cH:13][cH:14][cH:15][cH:16]2)[cH:3][cH:4][cH:5][c:6]([OH:7])[cH:8]1. The reactants are NC1=CC(=C(C(=C1)Cl)O)Cl (4-amino-2,6-dichloro-phenol), CC(C)([O-])C.[K+] (potassium tert-butoxide), [Cl-].[Na+] (sodium chloride), C1(C=2C(C(=O)O1)=CC=CC2)=O (phthalic anhydride), ClC=1N=NC(=CC1C(C)C)Cl (3,6-dichloro-4-isopropyl-pyridazine), C(C)(=O)[O-].[Na+] (sodium acetate). Run in CN(C(C)=O)C (N,N-dimethylacetamide), O (water), C(C)(C)(C)OC (methyl tert-butyl ether), O (water). Conditions: temperature 90 celsius, time 30 minute. Yields the product ClC=1C=C(C=C(C1OC1=NNC(C(=C1)C(C)C)=O)Cl)N1C(C2=CC=CC=C2C1=O)=O (2-[3,5-dichloro-4-(5-isopropyl-6-oxo-1,6-dihydro-pyridazin-3-yloxy)-phenyl]-isoindole-1,3-dione). The yield is 68.0%. RXN SMILES: [NH2:1][C:2]1[CH:7]=[C:6]([Cl:8])[C:5]([OH:9])=[C:4]([Cl:10])[CH:3]=1.CC(C)([O-:14])C.[K+].Cl[C:18]1[N:19]=[N:20][C:21](Cl)=[CH:22][C:23]=1[CH:24]([CH3:26])[CH3:25].[Cl-].[Na+].[C:30]1(=O)[O:35][C:33](=[O:34])[C:32]2=[CH:36][CH:37]=[CH:38][CH:39]=[C:31]12.C([O-])(=O)C.[Na+]>CN(C)C(=O)C.C(OC)(C)(C)C.O>[Cl:8][C:6]1[CH:7]=[C:2]([N:1]2[C:30](=[O:35])[C:31]3[C:32](=[CH:36][CH:37]=[CH:38][CH:39]=3)[C:33]2=[O:34])[CH:3]=[C:4]([Cl:10])[C:5]=1[O:9][C:21]1[CH:22]=[C:23]([CH:24]([CH3:26])[CH3:25])[C:18](=[O:14])[NH:19][N:20]=1 |f:1.2,4.5,7.8|. Procedure details: A mixture of 4-amino-2,6-dichloro-phenol (50 g, 280.8 mmol) and potassium tert-butoxide (33.16 g, 280.8 mmol) in N,N-dimethylacetamide (200 mL) was heated to 90° C. The resulting solution was then treated with 3,6-dichloro-4-isopropyl-pyridazine (55.31 g, 280.8 mmol). The reaction was heated at 90° C. for 17 h. At this time, the reaction was diluted with methyl tert-butyl ether (700 mL) and a saturated aqueous sodium chloride solution (800 mL). The organic layer was separated, washed with water ... Reactants: C1=C(C=CC2=CC=CC=C12)O (2-Naphthol), N1CCCCC1 (piperidine), FC=1C=C(C=O)C=C(C1F)F (3,4,5-trifluorobenzaldehyde), C(#N)CC(=O)OCC (ethyl cyanoacetate). Run in C(C)O (ethanol), O (water). Conditions: temperature 80 celsius. The product is C(C)OC(=O)C1=C(OC2=CC3=C(C=C2C1C1=CC(=C(C(=C1)F)F)F)C=CC=C3)N (2-Amino-4-(3,4,5-trifluoro-phenyl)-4H-benzo[g]chromene-3-carboxylic acid ethyl ester). As a reaction SMILES: [CH:1]1[C:10]2[C:5](=[CH:6][CH:7]=[CH:8][CH:9]=2)[CH:4]=[CH:3][C:2]=1[OH:11].[F:12][C:13]1[CH:14]=[C:15]([CH:18]=[C:19]([F:22])[C:20]=1[F:21])[CH:16]=O.[C:23]([CH2:25][C:26]([O:28][CH2:29][CH3:30])=[O:27])#[N:24].N1CCCCC1>C(O)C.O>[CH2:29]([O:28][C:26]([C:25]1[CH:16]([C:15]2[CH:14]=[C:13]([F:12])[C:20]([F:21])=[C:19]([F:22])[CH:18]=2)[C:3]2[C:2](=[CH:1][C:10]3[CH:9]=[CH:8][CH:7]=[CH:6][C:5]=3[CH:4]=2)[O:11][C:23]=1[NH2:24])=[O:27])[CH3:30]. Procedure: 2-Naphthol (170 mg, 1.2 mmol), 3,4,5-trifluorobenzaldehyde (160 mg, 1 mmol) and ethyl cyanoacetate (113 mg, 1 mmol) were taken in 7 ml ethanol at room temperature, charged with piperidine (50 μL) and then stirred at 80° C. under LC-MS control till the reaction was complete. The reaction mixture was cooled down to room temperature, diluted with water to about 15 ml, stirred for 1 h, solids were collected by filtration, washed with 60% aq ethanol and dried (346 mg, 0.86 mmol, 86%). The reactants are Cl (HCl), CO (MeOH), C(=C)C=1C=C(C=NC1)OC[C@H]1NCCC1 (5-ethenyl-3-(2-(S)-pyrrolidinylmethoxy)pyridine), Cl (hydrogen chloride), CI NH3. Solvent: CCOCC (Et2O). The product is Cl.Cl.N1[C@@H](CC1)COC=1C=NC=C(C1)C=C (3-(2-(S)-Azetidinylmethoxy)-5-ethenylpyridine dihydrochloride). As a reaction SMILES: [CH:1]([C:3]1[CH:4]=[C:5]([O:9][CH2:10][C@@H:11]2[CH2:15][CH2:14]C[NH:12]2)[CH:6]=[N:7][CH:8]=1)=[CH2:2].[ClH:16].CO>CCOCC>[ClH:16].[ClH:16].[NH:12]1[CH2:14][CH2:15][C@H:11]1[CH2:10][O:9][C:5]1[CH:6]=[N:7][CH:8]=[C:3]([CH:1]=[CH2:2])[CH:4]=1 |f:4.5.6|. Procedure details: To a solution of 5-ethenyl-3-(2-(S)-pyrrolidinylmethoxy)pyridine in Et2O was added hydrogen chloride (1.0 M in Et2O) carefully to afford the tittle compound: mp 88-90° C. 1H NMR (D2O) δ 2.64-2.78 (m, 2H), 4.04-4.22 (m, 2H), 4.50 (d, 1H, J=4.0 Hz), 4.80 (m, 1H), 4.96 (m, 1H), 5.58 (dd, 1H, J=11.0 Hz), 6.04 (d, 1H, J=18.0 Hz), 6.83 (dd, 1H, J=11.0, 18.0 Hz), 7.85 (t, 1H, J=2.0 Hz), 8.31 (br s, 1H), 8.36 (br s, 1H); MS (CI/NH3) m/z 191 (M+H)+. Anal. Calcd for C11H14N2O.1.8 HCl: C, 51.64; H, 6.22; N... Starting materials: C(C1=CC=CC=C1)=NCP(OCC)(OCC)=O (diethyl N-benzylidene-aminomethylphosphonate), C1(=CC=CC=C1)[Li] (phenyllithium), ClC(=O)OCC1=CC=C(C=C1)OC (p-methoxybenzyl chloroformate). The solvent is O1CCCC1 (tetrahydrofuran). Reaction conditions: time 20 minute. Product: C(C1=CC=CC=C1)=NC(C(=O)OCC1=CC=C(C=C1)OC)P(=O)(OCC)OCC (p-methoxybenzyl N-benzylidene-α-amino-diethylphosphonoacetate). RXN SMILES: [CH:1](=[N:8][CH2:9][P:10](=[O:17])([O:14][CH2:15][CH3:16])[O:11][CH2:12][CH3:13])[C:2]1[CH:7]=[CH:6][CH:5]=[CH:4][CH:3]=1.C1([Li])C=CC=CC=1.Cl[C:26]([O:28][CH2:29][C:30]1[CH:35]=[CH:34][C:33]([O:36][CH3:37])=[CH:32][CH:31]=1)=[O:27]>O1CCCC1>[CH:1](=[N:8][CH:9]([P:10]([O:14][CH2:15][CH3:16])([O:11][CH2:12][CH3:13])=[O:17])[C:26]([O:28][CH2:29][C:30]1[CH:35]=[CH:34][C:33]([O:36][CH3:37])=[CH:32][CH:31]=1)=[O:27])[C:2]1[CH:3]=[CH:4][CH:5]=[CH:6][CH:7]=1. Procedure: To a solution of benzylamine in absolute alcohol is added a molar equivalent of 37% aqueous formaldehyde and the reaction mixture is allowed to stir at room temperature for 2 hours. The 1,3,5-tribenzyl-sym-hexahydrotriazine found in the reaction is recovered by extraction with petroleum ether which, after evaporation, yields a product melting at 48°-50° C. The latter product is heated with about 3 molar equivalents of diethyl phosphite at 100° C. for 6 hours, and the resulting reaction product i... Yield: 131.0%. Solvent: C(Cl)Cl (CH2Cl2). Reactants: NCCN(C)C (N-(2-aminoethyl)-N,N-dimethylamine), ClC1=CN=C(C2=CC(=CC=C12)S(=O)(=O)N1[C@H](CCC1)C(=O)NCCN(C)C)NC(=N)N ((2R)-1-({4-Chloro-1-guanidino-7-isoquinolinyl}sulphonyl)-N-[2-(dimethylamino)ethyl]-2-pyrrolidinecarboxamide), C(C(=O)Cl)(=O)Cl (oxalyl chloride). Procedure: (2R)-1-({4-Chloro-1-guanidino-7-isoquinolinyl}sulphonyl)-N-[2-(dimethylamino)ethyl]-2-pyrrolidinecarboxamide ##STR93## N-[(4-Chloro-1-guanidino-7-isoquinolinyl)sulphonyl]-L-proline hydrochloride (300 mg, 0.69 -mmol) was suspended in a solution of DMF (5 drops) and CH2Cl2 (15 ml), and oxalyl chloride (150 μl, 1.72 mmol) added dropwise. The reaction was stirred at room temperature for 3 h, then concentrated in vacuo and azeotroped with toluene. The residue was dissolved in CH2Cl2 (15 ml), N-(2-ami... The reagents and catalysts are CN(C)C=O (DMF). Product: N (NH3), ClC1=CN=C(C2=CC(=CC=C12)S(=O)(=O)N1[C@H](CCC1)C(=O)NCCN(C)C)NC(=N)N ((2R)-1-({4-chloro-1-guanidino-7-isoquinolinyl}sulphonyl)-N-[2-(dimethylamino)ethyl]-2-pyrrolidinecarboxamide). Reaction conditions: time 3 hour. Reaction SMILES: [Cl:1][C:2]1[C:11]2[C:6](=[CH:7][C:8]([S:12]([N:15]3[CH2:19][CH2:18][CH2:17][C@@H:16]3[C:20]([NH:22][CH2:23][CH2:24][N:25]([CH3:27])[CH3:26])=[O:21])(=[O:14])=[O:13])=[CH:9][CH:10]=2)[C:5]([NH:28][C:29]([NH2:31])=[NH:30])=[N:4][CH:3]=1.C(Cl)(=O)C(Cl)=O.NCCN(C)C>CN(C=O)C.C(Cl)Cl>[NH3:4].[Cl:1][C:2]1[C:11]2[C:6](=[CH:7][C:8]([S:12]([N:15]3[CH2:19][CH2:18][CH2:17][C@@H:16]3[C:20]([NH:22][CH2:23][CH2:24][N:25]([CH3:27])[CH3:26])=[O:21])(=[O:13])=[O:14])=[CH:9][CH:10]=2)[C:5]([NH:28][C:29]([NH2:31])=[NH:30])=[N:4][CH:3]=1.